Dataset: the Open Reaction Database (ORD), a public repository of structured organic reaction records. Task: describe an organic reaction: reactants, conditions, products, and yield Reactants: CCCN(CCOc1ccc(SCC(=O)OCC)c(C)c1)S(=O)(=O)c1sc2ccc(Cl)cc2c1C, C1CCOC1, [Li+], [OH-]. Yields the product CCCN(CCOc1ccc(SCC(=O)O)c(C)c1)S(=O)(=O)c1sc2ccc(Cl)cc2c1C. Reaction SMILES: [CH2:1]([CH3:2])[O:3][C:4]([CH2:5][S:6][c:7]1[c:8]([CH3:34])[cH:9][c:10]([O:13][CH2:14][CH2:15][N:16]([CH2:17][CH2:18][CH3:19])[S:20](=[O:21])(=[O:22])[c:23]2[c:24]([CH3:33])[c:25]3[c:26]([s:27]2)[cH:28][cH:29][c:30]([Cl:32])[cH:31]3)[cH:11][cH:12]1)=[O:35].[CH2:38]1[O:39][CH2:40][CH2:41][CH2:42]1.[Li+:37].[OH-:36]>>[O:3]=[C:4]([CH2:5][S:6][c:7]1[c:8]([CH3:34])[cH:9][c:10]([O:13][CH2:14][CH2:15][N:16]([CH2:17][CH2:18][CH3:19])[S:20](=[O:21])(=[O:22])[c:23]2[c:24]([CH3:33])[c:25]3[c:26]([s:27]2)[cH:28][cH:29][c:30]([Cl:32])[cH:31]3)[cH:11][cH:12]1)[OH:35].